From a dataset of the Open Reaction Database (ORD), a public repository of structured organic reaction records. describe an organic reaction: reactants, conditions, products, and yield Starting materials: C1(CCCC1)C[C@@H](C(=O)N1N(CC[C@H]1C(=O)NC1=NC(=NC=C1)N1[C@H](CN(CC1)C)C)C(=O)OCC1=CC=CC=C1)CN(OCC1=CC=CC=C1)C=O (phenylmethyl (3S)-2-[(2R)-3-cyclopentyl-2-({formyl[(phenylmethyl)oxy]amino}methyl)propanoyl]-3-[({2-[(2S)-2,4-dimethyl-1-piperazinyl]-4-pyrimidinyl}amino) carbonyl]-1-pyrazolidinecarboxylate). The reagents and catalysts are [OH-].[OH-].[Pd+2] (Pearlman's catalyst). Solvent: CO (methanol). Reaction conditions: time 2 hour. Product: C1(CCCC1)C[C@@H](C(=O)N1NCC[C@H]1C(=O)NC1=NC(=NC=C1)N1[C@H](CN(CC1)C)C)CN(O)C=O ((3S)-2-((2R)-3-cyclopentyl-2-{[formyl(hydroxy)amino]methyl}propanoyl)-N-{2-[(2S)-2,4-dimethyl-1-piperazinyl]-4-pyrimidinyl}-3-pyrazolidine carboxamide). Yield: 75.1%. As a reaction SMILES: [CH:1]1([CH2:6][C@H:7]([CH2:42][N:43]([CH:52]=[O:53])[O:44]CC2C=CC=CC=2)[C:8]([N:10]2[C@H:14]([C:15]([NH:17][C:18]3[CH:23]=[CH:22][N:21]=[C:20]([N:24]4[CH2:29][CH2:28][N:27]([CH3:30])[CH2:26][C@@H:25]4[CH3:31])[N:19]=3)=[O:16])[CH2:13][CH2:12][N:11]2C(OCC2C=CC=CC=2)=O)=[O:9])[CH2:5][CH2:4][CH2:3][CH2:2]1>[OH-].[OH-].[Pd+2].CO>[CH:1]1([CH2:6][C@H:7]([CH2:42][N:43]([CH:52]=[O:53])[OH:44])[C:8]([N:10]2[C@H:14]([C:15]([NH:17][C:18]3[CH:23]=[CH:22][N:21]=[C:20]([N:24]4[CH2:29][CH2:28][N:27]([CH3:30])[CH2:26][C@@H:25]4[CH3:31])[N:19]=3)=[O:16])[CH2:13][CH2:12][NH:11]2)=[O:9])[CH2:2][CH2:3][CH2:4][CH2:5]1 |f:1.2.3|. Reported procedure: A mixture of phenylmethyl (3S)-2-[(2R)-3-cyclopentyl-2-({formyl[(phenylmethyl)oxy]amino}methyl)propanoyl]-3-[({2-[(2S)-2,4-dimethyl-1-piperazinyl]-4-pyrimidinyl}amino) carbonyl]-1-pyrazolidinecarboxylate (236 mg, 0.325 mmol) and Pearlman's catalyst (45.6 mg, 0.065 mmol) in methanol (1.81 ml) was degassed and placed under 1 atm of H2 at ambient temperature. After 2 hrs, the reaction mixture was filtered and concentrated to give a residue which was purified by RP-HPLC to give (3S)-2-((2R)-3-cyclop... The reactants are C(=O)(OC(C)(C)C)N1CCN(CC1)C=1N=C(N=NC1CCC1=CC=CC=C1)C=1C=C2C(=NN(C2=CC1)CC1=CC=C(C=C1)OC)C (5-(4-Boc-piperazin-1-yl)-3-[N-(4-methoxybenzyl)-3-methylindazol-5-yl]-6-phenethyl-[1,2,4]triazine), FC(C(=O)O)(F)F (trifluoroacetic acid). Run at temperature 120 celsius. Product: CC1=NNC2=CC=C(C=C12)C=1N=NC(=C(N1)N1CCNCC1)CCC1=CC=CC=C1 (3-(3-methylindazol-5-yl)-6-phenethyl-5-(piperazin-1-yl)-[1,2,4]triazine). Isolated yield 72.4%. Reaction SMILES: C([N:8]1[CH2:13][CH2:12][N:11]([C:14]2[N:15]=[C:16]([C:28]3[CH:29]=[C:30]4[C:34](=[CH:35][CH:36]=3)[N:33](CC3C=CC(OC)=CC=3)[N:32]=[C:31]4[CH3:46])[N:17]=[N:18][C:19]=2[CH2:20][CH2:21][C:22]2[CH:27]=[CH:26][CH:25]=[CH:24][CH:23]=2)[CH2:10][CH2:9]1)(OC(C)(C)C)=O.FC(F)(F)C(O)=O>>[CH3:46][C:31]1[C:30]2[C:34](=[CH:35][CH:36]=[C:28]([C:16]3[N:17]=[N:18][C:19]([CH2:20][CH2:21][C:22]4[CH:27]=[CH:26][CH:25]=[CH:24][CH:23]=4)=[C:14]([N:11]4[CH2:10][CH2:9][NH:8][CH2:13][CH2:12]4)[N:15]=3)[CH:29]=2)[NH:33][N:32]=1. Reported procedure: To 5-(4-Boc-piperazin-1-yl)-3-[N-(4-methoxybenzyl)-3-methylindazol-5-yl]-6-phenethyl-[1,2,4]triazine 129 (18 mg, 0.029 mmol.) was added trifluoroacetic acid (2.5 mL). The reaction mixture was heated in a microwave reactor at 120° C. for 40 minutes. Excess trifluoroacetic acid was evaporated under reduced pressure. The crude product was purified by RP-HPLC to yield the desired 3-(3-methylindazol-5-yl)-6-phenethyl-5-(piperazin-1-yl)-[1,2,4]triazine 92 (8.5 mg, 0.021 mmol.). The reactants are BrC=1C=C(C=CC1)C(=O)N=C=S (3-bromo-1-benzenecarbonyl isothiocyanate), BrC=1C=C(C=CC1)C(=O)Cl (3-bromo-1-benzenecarbonyl chloride), COC=1C=C2C(=CC=NC2=CC1OC)OC1=CC=C(N)C=C1 (4-[(6,7-Dimethoxy-4-quinolyl)oxy]aniline). Run in C(C)O (ethanol), C(C)O (ethanol), C1(=CC=CC=C1)C (toluene). Reaction conditions: time 2 hour. Yields the product BrC=1C=C(C=CC1)C(=O)N=C=S (3-Bromo-1-benzenecarbonyl isothiocyanate), BrC=1C=C(C(=O)NC(=S)NC2=CC=C(C=C2)OC2=CC=NC3=CC(=C(C=C23)OC)OC)C=CC1 (N-(3-Bromobenzoyl)-N′-{4-[(6,7-dimethoxy-4-quinolyl)oxy]phenyl}thiourea). The yield is 74.0%. Reaction SMILES: BrC1C=C(C(Cl)=O)C=CC=1.[CH3:11][O:12][C:13]1[CH:14]=[C:15]2[C:20](=[CH:21][C:22]=1[O:23][CH3:24])[N:19]=[CH:18][CH:17]=[C:16]2[O:25][C:26]1[CH:32]=[CH:31][C:29]([NH2:30])=[CH:28][CH:27]=1.[Br:33][C:34]1[CH:35]=[C:36]([C:40]([N:42]=[C:43]=[S:44])=[O:41])[CH:37]=[CH:38][CH:39]=1>C1(C)C=CC=CC=1.C(O)C>[Br:33][C:34]1[CH:35]=[C:36]([C:40]([N:42]=[C:43]=[S:44])=[O:41])[CH:37]=[CH:38][CH:39]=1.[Br:33][C:34]1[CH:35]=[C:36]([CH:37]=[CH:38][CH:39]=1)[C:40]([NH:42][C:43]([NH:30][C:29]1[CH:31]=[CH:32][C:26]([O:25][C:16]2[C:15]3[C:20](=[CH:21][C:22]([O:23][CH3:24])=[C:13]([O:12][CH3:11])[CH:14]=3)[N:19]=[CH:18][CH:17]=2)=[CH:27][CH:28]=1)=[S:44])=[O:41]. Procedure: 3-Bromo-1-benzenecarbonyl isothiocyanate was prepared using commercially available 3-bromo-1-benzenecarbonyl chloride (80 mg) as a starting compound according to the description of the literature. 4-[(6,7-Dimethoxy-4-quinolyl)oxy]aniline (50 mg) was dissolved in toluene (5 ml) and ethanol (1 ml) to prepare a solution. A solution of 3-bromo-1-benzenecarbonyl isothiocyanate in ethanol (1 ml) was then added to the solution, and the mixture was stirred at room temperature for 2 hr. The reaction solu... The solvent is C1CCOC1 (THF). The product is CN(C)CC1CC2=CC=C(C=C2CC1)OCC1=CC=C(C=C1)OC(=O)C1=CC=C(C=C1)OC (2-[(N,N-Dimethylamino)methyl]-6-[4-[(4-methoxyphenyl)carbonyloxy]benzyloxy]tetralin). The yield is 53.8%. Procedure: Diethyl azodicarboxylate (40% toluene solution, 950 mg) was added dropwise to THF solution (3 ml) of 2-[(N,N-dimethylamino)methyl]-6-hydroxytetralin (150 mg), 4-(hydroxymethyl)phenyl 4-methoxybenzoate (570 mg) and triphenylphosphine (574 mg) at room temperature, which was stirred for 3 hours. The reaction mixture was concentrated, and the residue was purified using alumina column chromatography (development solvent; hexane˜hexane:ethyl acetate=6:1), and recrystallized (ethyl acetate-hexane) to g... As a reaction SMILES: N(C(OCC)=O)=NC(OCC)=O.[CH3:13][N:14]([CH2:16][CH:17]1[CH2:26][CH2:25][C:24]2[C:19](=[CH:20][CH:21]=[C:22]([OH:27])[CH:23]=2)[CH2:18]1)[CH3:15].[CH3:28][O:29][C:30]1[CH:46]=[CH:45][C:33]([C:34]([O:36][C:37]2[CH:42]=[CH:41][C:40]([CH2:43]O)=[CH:39][CH:38]=2)=[O:35])=[CH:32][CH:31]=1.C1(P(C2C=CC=CC=2)C2C=CC=CC=2)C=CC=CC=1>C1COCC1>[CH3:15][N:14]([CH2:16][CH:17]1[CH2:26][CH2:25][C:24]2[C:19](=[CH:20][CH:21]=[C:22]([O:27][CH2:43][C:40]3[CH:39]=[CH:38][C:37]([O:36][C:34]([C:33]4[CH:32]=[CH:31][C:30]([O:29][CH3:28])=[CH:46][CH:45]=4)=[O:35])=[CH:42][CH:41]=3)[CH:23]=2)[CH2:18]1)[CH3:13]. The reactants are N(=NC(=O)OCC)C(=O)OCC (Diethyl azodicarboxylate), CN(C)CC1CC2=CC=C(C=C2CC1)O (2-[(N,N-dimethylamino)methyl]-6-hydroxytetralin), COC1=CC=C(C(=O)OC2=CC=C(C=C2)CO)C=C1 (4-(hydroxymethyl)phenyl 4-methoxybenzoate), C1(=CC=CC=C1)P(C1=CC=CC=C1)C1=CC=CC=C1 (triphenylphosphine). Conditions: time 3 hour. The reactants are OCCBr, O=C([O-])[O-], CN(C)C=O, COc1cc(O)ccc1-c1nc2c(c(C3CCCCC3)nn2C)c(=O)[nH]1, [K+], [K+]. Product: COc1cc(OCCO)ccc1-c1nc2c(c(C3CCCCC3)nn2C)c(=O)[nH]1. RXN SMILES: [Br:33][CH2:34][CH2:35][OH:36].[C:27](=[O:28])([O-:29])[O-:30].[CH3:37][N:38]([CH3:39])[CH:40]=[O:41].[CH:1]1([c:7]2[n:8][n:9]([CH3:26])[c:10]3[n:11][c:12](-[c:17]4[c:18]([O:24][CH3:25])[cH:19][c:20]([OH:23])[cH:21][cH:22]4)[nH:13][c:14](=[O:16])[c:15]23)[CH2:2][CH2:3][CH2:4][CH2:5][CH2:6]1.[K+:31].[K+:32]>>[CH:1]1([c:7]2[n:8][n:9]([CH3:26])[c:10]3[n:11][c:12](-[c:17]4[c:18]([O:24][CH3:25])[cH:19][c:20]([O:23][CH2:34][CH2:35][OH:36])[cH:21][cH:22]4)[nH:13][c:14](=[O:16])[c:15]23)[CH2:2][CH2:3][CH2:4][CH2:5][CH2:6]1. Reactants: C(C)(C)(C)C1=CC(=NO1)NC(=O)[C@H]1N(C[C@@H](C1)O)C1=NC(=NC=C1)Cl ((2S,4R)-1-(2-chloro-pyrimidin-4-yl)-4-hydroxy-pyrrolidine-2-carboxylic acid (5-tert-butyl-isoxazol-3-yl)-amide). The reagents and catalysts are [Pd] (Pd/C). Solvent: C(C)O (ethanol). Reaction conditions: time 8 hour. The product is C(C)(C)(C)C1=CC(=NO1)NC(=O)[C@H]1N(C[C@@H](C1)O)C1=NC=NC=C1 ((2S,4R)-4-hydroxy-1-pyrimidin-4-yl-pyrrolidine-2-carboxylic acid (5-tert-butyl-isoxazol-3-yl)-amide). As a reaction SMILES: [C:1]([C:5]1[O:9][N:8]=[C:7]([NH:10][C:11]([C@@H:13]2[CH2:17][C@@H:16]([OH:18])[CH2:15][N:14]2[C:19]2[CH:24]=[CH:23][N:22]=[C:21](Cl)[N:20]=2)=[O:12])[CH:6]=1)([CH3:4])([CH3:3])[CH3:2]>C(O)C.[Pd]>[C:1]([C:5]1[O:9][N:8]=[C:7]([NH:10][C:11]([C@@H:13]2[CH2:17][C@@H:16]([OH:18])[CH2:15][N:14]2[C:19]2[CH:24]=[CH:23][N:22]=[CH:21][N:20]=2)=[O:12])[CH:6]=1)([CH3:4])([CH3:2])[CH3:3]. Procedure details: 10% Pd/C (40 mg) is added to a solution of (2S,4R)-1-(2-chloro-pyrimidin-4-yl)-4-hydroxy-pyrrolidine-2-carboxylic acid (5-tert-butyl-isoxazol-3-yl)-amide (100 mg, 0.273 mmol) in ethanol (2 mL). The reaction is stirred under hydrogen atmosphere overnight at room temperature. The reaction is filtered through Celite® and the filtrate is concentrated. Purification by pre-HPLC eluting with 4-45% acetonitrile/water provides the title compound. ESI m/z 332 [M+H+].